The task is: describe an organic reaction: reactants, conditions, products, and yield. This data is from the Open Reaction Database (ORD), a public repository of structured organic reaction records. Reactants: C=Cc1cc(OCCN(C)CCCCCCCCCCCC)ccc1CCC(=O)O, CCCCCCCCCCCCN(C)CCOc1ccc(CCC(=O)C(F)(F)F)cc1, Cl. Product: C=Cc1cc(OCCN(C)CCCCCCCCCCCC)ccc1CCC(=O)C(F)(F)F. As a reaction SMILES: [CH2:1]([CH2:2][CH2:3][CH2:4][CH2:5][CH2:6][CH2:7][CH2:8][CH2:9][CH2:10][CH2:11][CH3:12])[N:13]([CH3:14])[CH2:15][CH2:16][O:17][c:18]1[cH:19][c:20]([CH:29]=[CH2:30])[c:21]([CH2:24][CH2:25][C:26](=[O:27])[OH:28])[cH:22][cH:23]1.[CH2:32]([N:33]([CH2:34][CH2:35][O:36][c:37]1[cH:38][cH:39][c:40]([CH2:41][CH2:42][C:43](=[O:44])[C:58]([F:59])([F:60])[F:61])[cH:45][cH:46]1)[CH3:47])[CH2:48][CH2:49][CH2:50][CH2:51][CH2:52][CH2:53][CH2:54][CH2:55][CH2:56][CH2:57][CH3:62].[ClH:31]>>[CH2:1]([CH2:2][CH2:3][CH2:4][CH2:5][CH2:6][CH2:7][CH2:8][CH2:9][CH2:10][CH2:11][CH3:12])[N:13]([CH3:14])[CH2:15][CH2:16][O:17][c:18]1[cH:19][c:20]([CH:29]=[CH2:30])[c:21]([CH2:24][CH2:25][C:26](=[O:28])[C:58]([F:59])([F:60])[F:61])[cH:22][cH:23]1. Starting materials: C=CCC=C1CCC(C2CCC(C=C)CC2)CC1, ClCCl, F, [Na+], O=C([O-])O, c1ccncc1. Product: C=CCCC1(F)CCC(C2CCC(C=C)CC2)CC1. Reaction SMILES: [CH:1]([CH2:2][CH:3]=[CH2:4])=[C:5]1[CH2:6][CH2:7][CH:8]([CH:11]2[CH2:12][CH2:13][CH:14]([CH:17]=[CH2:18])[CH2:15][CH2:16]2)[CH2:9][CH2:10]1.[Cl:25][CH2:26][Cl:27].[FH:19].[Na+:20].[OH:21][C:22](=[O:23])[O-:24].[cH:28]1[cH:29][cH:30][n:31][cH:32][cH:33]1>>[CH2:1]([CH2:2][CH:3]=[CH2:4])[C:5]1([F:19])[CH2:6][CH2:7][CH:8]([CH:11]2[CH2:12][CH2:13][CH:14]([CH:17]=[CH2:18])[CH2:15][CH2:16]2)[CH2:9][CH2:10]1. Starting materials: CC(C)(C)NS(=O)(=O)c1cccc(-c2cccc(-c3nc(-c4ccc(Cl)s4)cc(C(F)(F)F)n3)c2)c1, ClCCl, O=C(O)C(F)(F)F. Product: NS(=O)(=O)c1cccc(-c2cccc(-c3nc(-c4ccc(Cl)s4)cc(C(F)(F)F)n3)c2)c1. Reaction SMILES: [C:1]([CH3:2])([CH3:3])([CH3:4])[NH:5][S:6](=[O:7])(=[O:8])[c:9]1[cH:10][c:11](-[c:15]2[cH:16][c:17](-[c:21]3[n:22][c:23]([C:33]([F:34])([F:35])[F:36])[cH:24][c:25](-[c:27]4[s:28][c:29]([Cl:32])[cH:30][cH:31]4)[n:26]3)[cH:18][cH:19][cH:20]2)[cH:12][cH:13][cH:14]1.[Cl:44][CH2:45][Cl:46].[F:37][C:38]([F:39])([F:40])[C:41]([OH:42])=[O:43]>>[NH2:5][S:6](=[O:7])(=[O:8])[c:9]1[cH:10][c:11](-[c:15]2[cH:16][c:17](-[c:21]3[n:22][c:23]([C:33]([F:34])([F:35])[F:36])[cH:24][c:25](-[c:27]4[s:28][c:29]([Cl:32])[cH:30][cH:31]4)[n:26]3)[cH:18][cH:19][cH:20]2)[cH:12][cH:13][cH:14]1. Reactants: [N+](=O)(O)[O-] (nitric acid), CC1=C(C(=CC=C1C)C)O (2,3,6-trimethylphenol), p-chloro, ClCl (chlorine). The solvent is C(C)(=O)O (acetic acid). Run at time 30 minute. Product: CC=1C(C(=CC(C1C)=O)C)=O (2,3,6-trimethyl-p-benzoquinone). Yield: 90.0%. As a reaction SMILES: [CH3:1][C:2]1[C:7]([CH3:8])=[CH:6][CH:5]=[C:4]([CH3:9])[C:3]=1[OH:10].ClCl.[N+]([O-])(O)=[O:14]>C(O)(=O)C>[CH3:1][C:2]1[C:3](=[O:10])[C:4]([CH3:9])=[CH:5][C:6](=[O:14])[C:7]=1[CH3:8]. Procedure details: 13.6 g (0.1 mole) of 2,3,6-trimethylphenol was dissolved in 100 g of acetic acid, and 7.4 g (0.104 mole) of chlorine gas bubbled thereinto at 20° - 30°C under stirring. Gas chromatography at this stage showed that p-chloro derivative was produced fairly quantitatively. 10 g of commercially available concentrated nitric acid (63 percent) was added dropwise thereto in 30 minutes without removing acetic acid. The temperature rose to 30°C. After dropwise addition, the stirring was continued for anot... The reactants are C(C)(=O)NC1=CC(=NN1C1=C(C=C(C(=C1)SCC(F)(F)F)C)F)OCC(C(C(C(F)(F)F)(F)F)(F)F)(F)F (5-acetylamino-1-{2-fluoro-4-methyl-5-(2,2,2-trifluoroethylthio)phenyl}-3-(2,2,3,3,4,4,5,5,5-nonafluoropentyloxy)pyrazole), ClC1=CC(=CC=C1)C(=O)OO (m-chloroperbenzoic acid). Solvent: C(Cl)(Cl)Cl (chloroform). Reaction conditions: time 30 minute. Yields the product C(C)(=O)NC1=CC(=NN1C1=C(C=C(C(=C1)S(=O)CC(F)(F)F)C)F)OCC(C(C(C(F)(F)F)(F)F)(F)F)(F)F (5-acetylamino-1-{2-fluoro-4-methyl-5-(2,2,2-trifluoroethylsulfinyl)phenyl}-3-(2,2,3,3,4,4,5,5,5-nonafluoropentyloxy)pyrazole). Yield: 92.5%. As a reaction SMILES: [C:1]([NH:4][C:5]1[N:9]([C:10]2[CH:15]=[C:14]([S:16][CH2:17][C:18]([F:21])([F:20])[F:19])[C:13]([CH3:22])=[CH:12][C:11]=2[F:23])[N:8]=[C:7]([O:24][CH2:25][C:26]([F:38])([F:37])[C:27]([F:36])([F:35])[C:28]([F:34])([F:33])[C:29]([F:32])([F:31])[F:30])[CH:6]=1)(=[O:3])[CH3:2].ClC1C=CC=C(C(OO)=[O:47])C=1>C(Cl)(Cl)Cl>[C:1]([NH:4][C:5]1[N:9]([C:10]2[CH:15]=[C:14]([S:16]([CH2:17][C:18]([F:21])([F:20])[F:19])=[O:47])[C:13]([CH3:22])=[CH:12][C:11]=2[F:23])[N:8]=[C:7]([O:24][CH2:25][C:26]([F:37])([F:38])[C:27]([F:35])([F:36])[C:28]([F:34])([F:33])[C:29]([F:30])([F:31])[F:32])[CH:6]=1)(=[O:3])[CH3:2]. Procedure details: 0.2 g of 5-acetylamino-1-{2-fluoro-4-methyl-5-(2,2,2-trifluoroethylthio)phenyl}-3-(2,2,3,3,4,4,5,5,5-nonafluoropentyloxy)pyrazole was dissolved in 10 mL of chloroform, and 77 mg of m-chloroperbenzoic acid (purity: 75%) was added under cooling with ice. After stirring for 30 minutes under cooling with ice, the solution was washed with an aqueous sodium thiosulfate solution and then washed with an aqueous potassium carbonate solution, and then dried over anhydrous magnesium sulfate. Then, the solv...